Dataset: the Open Reaction Database (ORD), a public repository of structured organic reaction records. Task: describe an organic reaction: reactants, conditions, products, and yield The yield is 99.4%. The product is ON1[C@@H]2CC[C@H](N(C1=O)C2)C(=O)NN2CCOCC2 ((2S,5R)-6-hydroxy-N-(morpholin-4-yl)-7-oxo-1,6-diazabicyclo[3.2.1]octane-2-carboxamide). RXN SMILES: C([O:8][N:9]1[C:15](=[O:16])[N:14]2[CH2:17][C@H:10]1[CH2:11][CH2:12][C@H:13]2[C:18]([NH:20][N:21]1[CH2:26][CH2:25][O:24][CH2:23][CH2:22]1)=[O:19])C1C=CC=CC=1.[H][H]>CO.[Pd]>[OH:8][N:9]1[C:15](=[O:16])[N:14]2[CH2:17][C@H:10]1[CH2:11][CH2:12][C@H:13]2[C:18]([NH:20][N:21]1[CH2:26][CH2:25][O:24][CH2:23][CH2:22]1)=[O:19]. The reactants are C(C1=CC=CC=C1)ON1[C@@H]2CC[C@H](N(C1=O)C2)C(=O)NN2CCOCC2 ((2S,5R)-6-(benzyloxy)-N-(morpholin-4-yl)-7-oxo-1,6-diazabicyclo[3.2.1]octane-2-carboxamide), [H][H] (hydrogen). Reported procedure: To a solution of (2S,5R)-6-(benzyloxy)-N-(morpholin-4-yl)-7-oxo-1,6-diazabicyclo[3.2.1]octane-2-carboxamide 210 (0.255 g, 0.71 mml) in methanol (15 mL) was added 10% Pd/C (0.5 g). The mixture was hydrogenated under 35 psi hydrogen atmosphere at room temperature for 2 h. The catalyst was filtered out through Celite, and the filtrate was evaporated to give (2S,5R)-6-hydroxy-N-(morpholin-4-yl)-7-oxo-1,6-diazabicyclo[3.2.1]octane-2-carboxamide 211 (0.19 g, quantitative yield) as a colorless foam. Reagents/catalysts: [Pd] (Pd/C). Solvent: CO (methanol). The reactants are CN1C(=NC2=CC=CC(=C2C1=O)C)S (3,5-dimethyl-2-mercapto-4(3H)-quinazolinone), BrCC1=CC=C(C(=O)C2=CC=C(C=C2)CBr)C=C1 (4,4'-bis (bromomethyl)benzophenone), CN1N=NN=C1S (1-methyl-5-mercapto-1H-tetrazole), [OH-].[Na+] (sodium hydroxide). Run in CN(C)C=O (DMF). Yields the product CN1C(=NC2=CC=CC(=C2C1=O)C)SCC1=CC=C(C=C1)C(C1=CC=C(C=C1)CSC1=NN=NN1C)=O (3,5-Dimethyl-2-[4-[4-[(1-methyl-1H-tetrazol-5-yl)thiomethyl]benzoyl]benzylthio]-4(3H)-quinazolinone). Isolated yield 24.0%. RXN SMILES: [CH3:1][N:2]1[C:11](=[O:12])[C:10]2[C:5](=[CH:6][CH:7]=[CH:8][C:9]=2[CH3:13])[N:4]=[C:3]1[SH:14].Br[CH2:16][C:17]1[CH:32]=[CH:31][C:20]([C:21]([C:23]2[CH:28]=[CH:27][C:26]([CH2:29]Br)=[CH:25][CH:24]=2)=[O:22])=[CH:19][CH:18]=1.[CH3:33][N:34]1[C:38]([SH:39])=[N:37][N:36]=[N:35]1.[OH-].[Na+]>CN(C=O)C>[CH3:1][N:2]1[C:11](=[O:12])[C:10]2[C:5](=[CH:6][CH:7]=[CH:8][C:9]=2[CH3:13])[N:4]=[C:3]1[S:14][CH2:16][C:17]1[CH:32]=[CH:31][C:20]([C:21](=[O:22])[C:23]2[CH:28]=[CH:27][C:26]([CH2:29][S:39][C:38]3[N:34]([CH3:33])[N:35]=[N:36][N:37]=3)=[CH:25][CH:24]=2)=[CH:19][CH:18]=1 |f:3.4|. Reported procedure: A solution of 3,5-dimethyl-2-mercapto-4(3H)-quinazolinone (1.03 g), 4,4'-bis (bromomethyl)benzophenone (1.75 g), 1-methyl-5-mercapto-1H-tetrazole (700 mg), and 1N-aqeuous sodium hydroxide solution (5.5 ml) in DMF (20 ml) was stirred at room temperature for 30 minutes. This reaction mixture was concentrated and the residue was dissolved in ethyl acetate, washed with water, dried, and concentrated. The residue was purified by silica gel column chromatography (chloroform: methanol: aqueous ammonia=... Reactants: CNS(=O)(=O)C1=CC=C(C=C1)[N+](=O)[O-] (N-methyl-4-nitrobenzenesulfonamide). Reagents/catalysts: [Ni] (Raney-nickel). Solvent: CO (methanol), CO (methanol). Conditions: temperature 25 celsius, time 20 hour. The product is CNS(=O)(=O)C1=CC=C(N)C=C1 (4-[(N-methylamino)sulfonyl]aniline), solid. Yield: 100.0%. RXN SMILES: [CH3:1][NH:2][S:3]([C:6]1[CH:11]=[CH:10][C:9]([N+:12]([O-])=O)=[CH:8][CH:7]=1)(=[O:5])=[O:4]>CO.[Ni]>[CH3:1][NH:2][S:3]([C:6]1[CH:11]=[CH:10][C:9]([NH2:12])=[CH:8][CH:7]=1)(=[O:4])=[O:5]. Procedure: To a solution of N-methyl-4-nitrobenzenesulfonamide (Step 5) (4.8 g, 22.2 mmol) in methanol (100 ml) in a Parr bottle was added Raney-nickel in methanol. The reaction mixture was flushed with nitrogen and hydrogen several times and maintained under hydrogen at delivery pressure of 5 psi. After stirring at 25° C. for approximately 20 hr, the reaction was vented and purged with nitrogen. The contents of the reaction were filtered and concentrated to remove the solvent. The 4-[(N-methylamino)sulfon... Reactants: ClC1=CC=C(C=C1)C1=CC=C(OC(C(=O)OC)(C(F)(F)F)C)C=C1 ((±)-methyl 2-[4-(4-chlorophenyl)phenoxy]3,3,3-trifluoro-2-methylpropionate), [OH-].[K+] (potassium hydroxide). Reaction SMILES: [Cl:1][C:2]1[CH:7]=[CH:6][C:5]([C:8]2[CH:24]=[CH:23][C:11]([O:12][C:13]([CH3:22])([C:18]([F:21])([F:20])[F:19])[C:14]([O:16]C)=[O:15])=[CH:10][CH:9]=2)=[CH:4][CH:3]=1.[OH-].[K+]>CO>[Cl:1][C:2]1[CH:3]=[CH:4][C:5]([C:8]2[CH:9]=[CH:10][C:11]([O:12][C:13]([CH3:22])([C:18]([F:19])([F:20])[F:21])[C:14]([OH:16])=[O:15])=[CH:23][CH:24]=2)=[CH:6][CH:7]=1 |f:1.2|. Procedure details: A mixture of (±)-methyl 2-[4-(4-chlorophenyl)phenoxy]3,3,3-trifluoro-2-methylpropionate (20 g.), methanol (120 ml.) and 5.2 N-aqueous potassium hydroxide (13 ml.) is stirred at ambient temperature for 18 hours. Most of the methanol is evaporated in vacuo, and water is added. The mixture is washed with light petroleum, and concentrated hydrochloric acid added to the aqueous phase. The mixture is extracted with ether, and the extract is dried with sodium sulphate, treated with carbon and evaporate... Run at time 18 hour. Product: ClC1=CC=C(C=C1)C1=CC=C(OC(C(=O)O)(C(F)(F)F)C)C=C1 ((±)-2[4-(4-chlorophenyl)phenoxy]-3,3,3-trifluoro-2-methylpropionic acid). Run in CO (methanol).